Dataset: the Open Reaction Database (ORD), a public repository of structured organic reaction records. Task: describe an organic reaction: reactants, conditions, products, and yield Reactants: Nc1cccc(C2=CCCCC2)c1, CCOC(C)=O, COc1cc(CC(=O)Oc2c(F)c(F)c(F)c(F)c2F)ccc1O. Yields the product COc1cc(CC(=O)Nc2cccc(C3=CCCCC3)c2)ccc1O. As a reaction SMILES: [C:25]1([c:31]2[cH:32][c:33]([NH2:34])[cH:35][cH:36][cH:37]2)=[CH:26][CH2:27][CH2:28][CH2:29][CH2:30]1.[CH3:38][CH2:39][O:40][C:41](=[O:42])[CH3:43].[F:1][c:2]1[c:3]([O:4][C:9]([CH2:10][c:11]2[cH:12][c:13]([O:18][CH3:19])[c:14]([OH:17])[cH:15][cH:16]2)=[O:20])[c:5]([F:6])[c:7]([F:8])[c:21]([F:22])[c:23]1[F:24]>>[C:9]([CH2:10][c:11]1[cH:12][c:13]([O:18][CH3:19])[c:14]([OH:17])[cH:15][cH:16]1)(=[O:20])[NH:34][c:33]1[cH:32][c:31]([C:25]2=[CH:26][CH2:27][CH2:28][CH2:29][CH2:30]2)[cH:37][cH:36][cH:35]1. Reactants: NC=1C=C2C=3CC(CCC3NC2=CC1)N(C)C (6-amino-3-(dimethyl)amino-1,2,3,4-tetrahydro-9H-carbazole), [N+](=O)([O-])C1=CC=C(C(=O)O)C=C1 (4-nitrobenzoic acid). The product is [N+](=O)([O-])C1=CC=C(C(=O)NC=2C=C3C=4CC(CCC4NC3=CC2)N(C)C)C=C1 (6-(4-nitrobenzoyl)amino-3-(dimethyl)amino-1,2,3,4-tetrahydro-9H-carbazole). The yield is 7.9%. RXN SMILES: [NH2:1][C:2]1[CH:3]=[C:4]2[C:12](=[CH:13][CH:14]=1)[NH:11][C:10]1[CH2:9][CH2:8][CH:7]([N:15]([CH3:17])[CH3:16])[CH2:6][C:5]2=1.[N+:18]([C:21]1[CH:29]=[CH:28][C:24]([C:25](O)=[O:26])=[CH:23][CH:22]=1)([O-:20])=[O:19]>>[N+:18]([C:21]1[CH:22]=[CH:23][C:24]([C:25]([NH:1][C:2]2[CH:3]=[C:4]3[C:12](=[CH:13][CH:14]=2)[NH:11][C:10]2[CH2:9][CH2:8][CH:7]([N:15]([CH3:17])[CH3:16])[CH2:6][C:5]3=2)=[O:26])=[CH:28][CH:29]=1)([O-:20])=[O:19]. Procedure details: Beginning with 9.2 mg (0.040 mMol) 6-amino-3-(dimethyl)amino-1,2,3,4-tetrahydro-9H-carbazole and 16.9 mg (0.101 mMol) 4-nitrobenzoic acid, 1.2 mg (8%) of the title compound were recovered as a dark brown solid. RXN SMILES: C([N:8]([CH2:21][CH:22]([OH:35])[CH2:23][O:24][C:25]1[CH:30]=[CH:29][C:28]([CH2:31][C:32]([NH2:34])=[O:33])=[CH:27][CH:26]=1)[CH2:9][CH2:10][CH2:11][N:12]1[C:16]2[CH:17]=[CH:18][CH:19]=[CH:20][C:15]=2[N:14]=[CH:13]1)C1C=CC=CC=1.C(O)(=O)C.NC(=O)CC1C=CC(OCC(O)CNCCCN2C3C=CC=CC=3N=C2)=CC=1.[C:68]([OH:73])(=[O:72])[C:69]([OH:71])=[O:70]>[Pd].CO>[C:68]([OH:73])(=[O:72])[C:69]([OH:71])=[O:70].[NH2:34][C:32](=[O:33])[CH2:31][C:28]1[CH:29]=[CH:30][C:25]([O:24][CH2:23][CH:22]([OH:35])[CH2:21][NH:8][CH2:9][CH2:10][CH2:11][N:12]2[C:16]3[CH:17]=[CH:18][CH:19]=[CH:20][C:15]=3[N:14]=[CH:13]2)=[CH:26][CH:27]=1 |f:6.7|. Reactants: C(C)(=O)O (acetic acid), C(C1=CC=CC=C1)N(CCCN1C=NC2=C1C=CC=C2)CC(COC2=CC=C(C=C2)CC(=O)N)O (N-benzyl-N-{3-[4-(2-amino-2-oxoethyl)phenoxy]-2-hydroxypropyl}-1H-benzimidazole-1-propanamine), C(C)(=O)O (acetic acid), NC(CC1=CC=C(OCC(CNCCCN2C=NC3=C2C=CC=C3)O)C=C1)=O (N-{3-[4-(2-amino-2-oxoethyl)phenoxy]-2-hydroxypropyl}-1H-benzimidazole-1-propanamine), C(C(=O)O)(=O)O (oxalic acid). Solvent: CO (methanol). The reagents and catalysts are [Pd] (palladium on carbon). The product is C(C(=O)O)(=O)O.NC(CC1=CC=C(OCC(CNCCCN2C=NC3=C2C=CC=C3)O)C=C1)=O (N-{3-[4-(2-amino-2-oxoethyl)phenoxy]-2-hydroxypropyl}-1H-benzimidazole-1-propanamine oxalate). Procedure: A mixture of 0.5 gram of N-benzyl-N-{3-[4-(2-amino-2-oxoethyl)phenoxy]-2-hydroxypropyl}-1H-benzimidazole-1-propanamine and 0.17 gram of 10% palladium on carbon in 30 ml. of glacial acetic acid was hydrogenated for 17 hours at room temperature and an initial pressure of 40 pounds per square inch. The reaction mixture was then filtered and the solvent was evaporated from the filtrate to leave a semi-solid which was N-{3-[4-(2-amino-2-oxoethyl)phenoxy]-2-hydroxypropyl}-1H-benzimidazole-1-propanamin... The reactants are CCO, Cl, CC(=O)N1CCc2sccc2C1=O. Product: O=C1NCCc2sccc21. Reaction SMILES: [CH3:15][CH2:16][OH:17].[ClH:14].[O:1]=[C:2]1[N:3]([C:11](=[O:12])[CH3:13])[CH2:4][CH2:5][c:6]2[c:7]1[cH:8][cH:9][s:10]2>>[O:1]=[C:2]1[NH:3][CH2:4][CH2:5][c:6]2[c:7]1[cH:8][cH:9][s:10]2. Starting materials: COC(=O)CC(C(=O)OC(C)(C)C)C(O)C(=O)N(Cc1ccc2ccccc2c1)C(C)C(Cc1ccc(C(=O)Nc2ccccc2)o1)c1ccc([N+](=O)[O-])cc1, ClC(Cl)Cl, [Na+], O=C([O-])O. The product is COC(=O)CC(C(=O)OC(C)(C)C)=C(O)C(=O)N(Cc1ccc2ccccc2c1)C(C)C(Cc1ccc(C(=O)Nc2ccccc2)o1)c1ccc([N+](=O)[O-])cc1. As a reaction SMILES: [C:1]([CH3:2])([CH3:3])([CH3:4])[O:5][C:6](=[O:7])[CH:8]([CH2:9][C:10](=[O:11])[O:12][CH3:13])[CH:14]([C:15]([N:16]([CH2:17][c:18]1[cH:19][c:20]2[cH:21][cH:22][cH:23][cH:24][c:25]2[cH:26][cH:27]1)[CH:28]([CH:29]([CH2:30][c:31]1[o:32][c:33]([C:36]([NH:37][c:38]2[cH:39][cH:40][cH:41][cH:42][cH:43]2)=[O:44])[cH:34][cH:35]1)[c:45]1[cH:46][cH:47][c:48]([N+:51](=[O:52])[O-:53])[cH:49][cH:50]1)[CH3:54])=[O:55])[OH:56].[CH:62]([Cl:63])([Cl:64])[Cl:65].[Na+:57].[OH:58][C:59](=[O:60])[O-:61]>>[C:1]([CH3:2])([CH3:3])([CH3:4])[O:5][C:6](=[O:7])[C:8]([CH2:9][C:10](=[O:11])[O:12][CH3:13])=[C:14]([C:15]([N:16]([CH2:17][c:18]1[cH:19][c:20]2[cH:21][cH:22][cH:23][cH:24][c:25]2[cH:26][cH:27]1)[CH:28]([CH:29]([CH2:30][c:31]1[o:32][c:33]([C:36]([NH:37][c:38]2[cH:39][cH:40][cH:41][cH:42][cH:43]2)=[O:44])[cH:34][cH:35]1)[c:45]1[cH:46][cH:47][c:48]([N+:51](=[O:52])[O-:53])[cH:49][cH:50]1)[CH3:54])=[O:55])[OH:56].